The task is: describe an organic reaction: reactants, conditions, products, and yield. This data is from the Open Reaction Database (ORD), a public repository of structured organic reaction records. The product is CCn1nccc1Nc1cc(OC)ccc1C(=O)O. As a reaction SMILES: [Cu:28].[I:7][c:8]1[c:9]([C:10](=[O:11])[OH:12])[cH:13][cH:14][c:15]([O:17][CH3:18])[cH:16]1.[K+:1].[K+:2].[NH2:19][c:20]1[cH:21][cH:22][n:23][n:24]1[CH2:25][CH3:26].[O-:3][C:4]([O-:5])=[O:6].[OH2:27]>>[c:8]1([NH:19][c:20]2[cH:21][cH:22][n:23][n:24]2[CH2:25][CH3:26])[c:9]([C:10](=[O:11])[OH:12])[cH:13][cH:14][c:15]([O:17][CH3:18])[cH:16]1. Reactants: [Cu], COc1ccc(C(=O)O)c(I)c1, [K+], [K+], CCn1nccc1N, O=C([O-])[O-], O. The reactants are O=c1[nH]cc(Cl)cc1Br, CN(C)C=O, O=P(Cl)(Cl)Cl. Product: Clc1cnc(Cl)c(Br)c1. RXN SMILES: [Br:1][c:2]1[c:3](=[O:9])[nH:4][cH:5][c:6]([Cl:8])[cH:7]1.[O:15]=[CH:16][N:17]([CH3:18])[CH3:19].[P:10]([Cl:11])([Cl:12])([Cl:13])=[O:14]>>[Br:1][c:2]1[c:3]([Cl:12])[n:4][cH:5][c:6]([Cl:8])[cH:7]1. Reactants: O (water), CC1=NNC=N1 (3-methyl-1H-1,2,4-triazole), FC1=C(C=C(C(=C1)F)[N+](=O)[O-])OC (1,5-difluoro-2-methoxy-4-nitrobenzene), C([O-])([O-])=O.[K+].[K+] (potassium carbonate). Solvent: CS(=O)C (DMSO). Run at temperature 80 celsius. Product: FC=1C(=CC(=C(C1)N1N=C(N=C1)C)OC)[N+](=O)[O-] (1-(5-fluoro-2-methoxy-4-nitrophenyl)-3-methyl-1H-1,2,4-triazole). Yield: 18.6%. As a reaction SMILES: [CH3:1][C:2]1[N:6]=[CH:5][NH:4][N:3]=1.F[C:8]1[CH:13]=[C:12]([F:14])[C:11]([N+:15]([O-:17])=[O:16])=[CH:10][C:9]=1[O:18][CH3:19].C(=O)([O-])[O-].[K+].[K+].O>CS(C)=O>[F:14][C:12]1[C:11]([N+:15]([O-:17])=[O:16])=[CH:10][C:9]([O:18][CH3:19])=[C:8]([N:4]2[CH:5]=[N:6][C:2]([CH3:1])=[N:3]2)[CH:13]=1 |f:2.3.4|. Reported procedure: A mixture of 3-methyl-1H-1,2,4-triazole (2.20 g, 26.4 mmol), 1,5-difluoro-2-methoxy-4-nitrobenzene (5.00 g, 26.4 mmol), and potassium carbonate (3.65 g, 26.4 mmol) in anhydrous DMSO (50 mL) was heated at 80° C. for 24 h. The reaction mixture was allowed to cool to rt and was poured into 500 mL of water/10 mL brine solution. The aqueous mixture was extracted with EtOAc (2×250 mL). The combined organic extracts were washed with water (500 mL), dried over sodium sulfate, filtered, and concentrated ... Starting materials: [H-].[Al+3].[Li+].[H-].[H-].[H-] (lithium aluminum hydride), CC1(C=2C=CC(=CC2C(CC1)(C)C)/C(=C/C(=O)OCC)/C)C (Ethyl (2E)-3-(5,6,7,8-tetrahydro-5,5,8,8tetramethyl-2-naphthalenyl)-2-butenoate), [H-].[Al+3].[Li+].[H-].[H-].[H-] (lithium aluminum hydride). Solvent: C(C)OCC (diethyl ether), C(C)OCC (diethyl ether). Conditions: time 2 hour. The product is CC1(C=2C=CC(=CC2C(CC1)(C)C)/C(=C/CO)/C)C ((2E)-3-(5,6,7,8-Tetrahydro-5,5,8,8-tetramethyl-2-naphthalenyl)-2-butenol). Isolated yield 102.8%. RXN SMILES: [CH3:1][C:2]1([CH3:22])[CH2:11][CH2:10][C:9]([CH3:13])([CH3:12])[C:8]2[CH:7]=[C:6](/[C:14](/[CH3:21])=[CH:15]/[C:16](OCC)=[O:17])[CH:5]=[CH:4][C:3]1=2.[H-].[Al+3].[Li+].[H-].[H-].[H-]>C(OCC)C>[CH3:1][C:2]1([CH3:22])[CH2:11][CH2:10][C:9]([CH3:12])([CH3:13])[C:8]2[CH:7]=[C:6](/[C:14](/[CH3:21])=[CH:15]/[CH2:16][OH:17])[CH:5]=[CH:4][C:3]1=2 |f:1.2.3.4.5.6|. Reported procedure: A solution of ester 34 (4.10 g, 14.3 mmol) in anhydrous diethyl ether (40 mL) was added via cannula over 10 min to a slurry of lithium aluminum hydride (0.33 g, 8.6 mmol) in diethyl ether (100 mL) at 0° C. under argon. After 2 h, additional lithium aluminum hydride (0.13 g, 3.4 mmol) was added, and the mixture was stirred for 5 h. The reaction was quenched by sequential addition of H2O (0.46 mL), 15% aqueous sodium hydroxide (0.46 mL), and H2O (1.38 mL). The resulting slurry was filtered and the... The reactants are C(C1CO1)OC1=CC=CC=C1 (Phenyl glycidyl ether), NCCNC=1C=CC=C2C=NNC12 (7-(2-aminoethylamino)-indazole). Run in C(C)(C)O (isopropyl alcohol). Yields the product O(C1=CC=CC=C1)CC(CNCCNC=1C=CC=C2C=NNC12)O (1-Phenoxy-3-[2-(indazol-7-ylamino)-ethylamino]-propan-2-ol). Isolated yield 67.0%. Reaction SMILES: [CH2:1]([O:5][C:6]1[CH:11]=[CH:10][CH:9]=[CH:8][CH:7]=1)[CH:2]1[O:4][CH2:3]1.[NH2:12][CH2:13][CH2:14][NH:15][C:16]1[CH:17]=[CH:18][CH:19]=[C:20]2[C:24]=1[NH:23][N:22]=[CH:21]2>C(O)(C)C>[O:5]([CH2:1][CH:2]([OH:4])[CH2:3][NH:12][CH2:13][CH2:14][NH:15][C:16]1[CH:17]=[CH:18][CH:19]=[C:20]2[C:24]=1[NH:23][N:22]=[CH:21]2)[C:6]1[CH:11]=[CH:10][CH:9]=[CH:8][CH:7]=1. Reported procedure: 3.0 g. Phenyl glycidyl ether and 7.0 g 7-(2-aminoethylamino)-indazole are stirred for 10 hours at 70° C. in 20 ml. isopropyl alcohol. The reaction mixture is then evaporated and purified chromatographically on a silica gel column in the manner described in Example 24. The residue of the pure fractions is digested with ethyl acetate and then recrystallized from ethyl acetate, with the use of active charcoal and fullers' earth. There are obtained 2.3 g. (35% of theory) of the desired product in th... Reaction SMILES: [CH2:1]([CH3:2])[N:3]1[CH2:4][CH2:5][CH2:6][CH:7]([CH2:8][CH2:9][n:10]2[c:11]([O:12][CH3:13])[n:14][c:15]3[c:16]2[n:17][c:18]([O:19][CH:20]([CH3:21])[CH2:22][CH2:23][CH3:24])[n:25][c:26]3[NH2:27])[CH2:28]1.[CH2:29]([CH2:30][CH2:31][CH3:32])[O:33][c:34]1[n:35][c:36]([NH2:57])[c:37]2[n:38][c:39]([O:55][CH3:56])[n:40]([CH2:43][CH2:44][CH2:45][CH2:46][CH2:47][CH2:48][CH:49]3[CH2:50][CH2:51][NH:52][CH2:53][CH2:54]3)[c:41]2[n:42]1.[I:58][CH2:59][CH3:60]>>[CH2:1]([CH3:2])[N:52]1[CH2:51][CH2:50][CH:49]([CH2:48][CH2:47][CH2:46][CH2:45][CH2:44][CH2:43][n:40]2[c:39]([O:55][CH3:56])[n:38][c:37]3[c:36]([NH2:57])[n:35][c:34]([O:33][CH2:29][CH2:30][CH2:31][CH3:32])[n:42][c:41]32)[CH2:54][CH2:53]1. Yields the product CCCCOc1nc(N)c2nc(OC)n(CCCCCCC3CCN(CC)CC3)c2n1. The reactants are CCCC(C)Oc1nc(N)c2nc(OC)n(CCC3CCCN(CC)C3)c2n1, CCCCOc1nc(N)c2nc(OC)n(CCCCCCC3CCNCC3)c2n1, CCI. Reactants: CC(C)(C)[Si](C)(C)OCCCBr, Cc1ccsc1-c1c[nH]c(=O)[nH]c1=O, [H-], [Na+], CN(C)C=O. Product: Cc1ccsc1-c1cn(CCCO[Si](C)(C)C(C)(C)C)c(=O)[nH]c1=O. As a reaction SMILES: [Br:17][CH2:18][CH2:19][CH2:20][O:21][Si:22]([CH3:23])([CH3:24])[C:25]([CH3:26])([CH3:27])[CH3:28].[CH3:1][c:2]1[c:3](-[c:7]2[c:8](=[O:14])[nH:9][c:10](=[O:13])[nH:11][cH:12]2)[s:4][cH:5][cH:6]1.[H-:16].[Na+:15].[O:29]=[CH:30][N:31]([CH3:32])[CH3:33]>>[CH3:1][c:2]1[c:3](-[c:7]2[c:8](=[O:14])[nH:9][c:10](=[O:13])[n:11]([CH2:18][CH2:19][CH2:20][O:21][Si:22]([CH3:23])([CH3:24])[C:25]([CH3:26])([CH3:27])[CH3:28])[cH:12]2)[s:4][cH:5][cH:6]1. The reactants are [BH4-], CCC1(C)Oc2ccc(C#N)cc2C(C(=S)NC)=C1O, CO, [Na+]. Yields the product CCC1(C)Oc2ccc(C#N)cc2C(C(=S)NC)C1O. As a reaction SMILES: [BH4-:21].[CH3:1][NH:2][C:3](=[S:4])[C:5]1=[C:6]([OH:20])[C:7]([CH2:17][CH3:18])([CH3:19])[O:8][c:9]2[c:10]1[cH:11][c:12]([C:15]#[N:16])[cH:13][cH:14]2.[CH3:23][OH:24].[Na+:22]>>[CH3:1][NH:2][C:3](=[S:4])[CH:5]1[CH:6]([OH:20])[C:7]([CH2:17][CH3:18])([CH3:19])[O:8][c:9]2[c:10]1[cH:11][c:12]([C:15]#[N:16])[cH:13][cH:14]2. Reactants: O=C1C(C[C@@H](O1)[C@H](CC1=CC=CC=C1)NC(OC(C)(C)C)=O)CC1=CC=C(C=C1)C1=NC=CC=C1 (tert-butyl(1S)-1-{(2R)-5-oxo-4-[4-(2-pyridinyl)benzyl]tetrahydro-2-furanyl}-2-phenylethylcarbamate), [OH-].[Na+] (sodium hydroxide), N1C=NC=C1 (imidazole), [Si](C)(C)(C(C)(C)C)Cl (t-butyldimethylsilyl chloride). Solvent: O1CCOCC1 (dioxane), O (water). Run at temperature 25 celsius, time 30 minute. Product: C(C)(C)(C)OC(=O)N[C@H]([C@@H](CC(C(=O)O)CC1=CC=C(C=C1)C1=NC=CC=C1)O[Si](C)(C)C(C)(C)C)CC1=CC=CC=C1 ((4R,5S)-5-[(tert-butoxycarbonyl)amino]-4-{[tert-butyl(dimethyl)silyl]oxy}-6-phenyl-2-[4-(2-pyridinyl)benzyl]hexanoic acid). Reaction SMILES: [O:1]=[C:2]1[O:6][C@@H:5]([C@@H:7]([NH:15][C:16](=[O:22])[O:17][C:18]([CH3:21])([CH3:20])[CH3:19])[CH2:8][C:9]2[CH:14]=[CH:13][CH:12]=[CH:11][CH:10]=2)[CH2:4][CH:3]1[CH2:23][C:24]1[CH:29]=[CH:28][C:27]([C:30]2[CH:35]=[CH:34][CH:33]=[CH:32][N:31]=2)=[CH:26][CH:25]=1.[OH-:36].[Na+].N1C=CN=C1.[Si:43](Cl)([C:46]([CH3:49])([CH3:48])[CH3:47])([CH3:45])[CH3:44]>O1CCOCC1.O>[C:18]([O:17][C:16]([NH:15][C@@H:7]([CH2:8][C:9]1[CH:14]=[CH:13][CH:12]=[CH:11][CH:10]=1)[C@H:5]([O:6][Si:43]([C:46]([CH3:49])([CH3:48])[CH3:47])([CH3:45])[CH3:44])[CH2:4][CH:3]([CH2:23][C:24]1[CH:29]=[CH:28][C:27]([C:30]2[CH:35]=[CH:34][CH:33]=[CH:32][N:31]=2)=[CH:26][CH:25]=1)[C:2]([OH:36])=[O:1])=[O:22])([CH3:20])([CH3:21])[CH3:19] |f:1.2|. Reported procedure: A solution containing the product from Example 107B (10.55 g, 22.35 mmol) in a mixture of dioxane (130 mL) and water (65 mL) was treated with sodium hydroxide solution (33.5 mL, 1N), stirred for 30 minutes at 25° C., concentrated, cooled to 0° C., acidified to pH 5 using 10% citric acid, and partitioned between dichloromethane and water. The organic phase layer was washed with brine, dried over Na2SO4, filtered and concentrated. A solution of the concentrate in dimethylformamide (130 mL) was tre... Reactants: Cc1cc(Nc2ncc(Br)s2)nc(C)n1, CC(=O)[O-], CC(=O)[O-], CC(C)O, O, [Pd+2], c1ccc(P(c2ccccc2)c2ccccc2)cc1, OB(O)c1ccncc1. Yields the product Cc1cc(Nc2ncc(-c3ccncc3)s2)nc(C)n1. RXN SMILES: [Br:1][c:2]1[cH:3][n:4][c:5]([NH:7][c:8]2[n:9][c:10]([CH3:15])[n:11][c:12]([CH3:14])[cH:13]2)[s:6]1.[C:48]([O-:49])(=[O:50])[CH3:51].[C:53]([O-:54])(=[O:55])[CH3:56].[CH:25]([OH:26])([CH3:27])[CH3:28].[OH2:57].[Pd+2:52].[c:29]1([P:30]([c:31]2[cH:32][cH:33][cH:34][cH:35][cH:36]2)[c:37]2[cH:38][cH:39][cH:40][cH:41][cH:42]2)[cH:43][cH:44][cH:45][cH:46][cH:47]1.[n:16]1[cH:17][cH:18][c:19]([B:22]([OH:23])[OH:24])[cH:20][cH:21]1>>[c:2]1(-[c:19]2[cH:18][cH:17][n:16][cH:21][cH:20]2)[cH:3][n:4][c:5]([NH:7][c:8]2[n:9][c:10]([CH3:15])[n:11][c:12]([CH3:14])[cH:13]2)[s:6]1.